This data is from the Open Reaction Database (ORD), a public repository of structured organic reaction records. The task is: describe an organic reaction: reactants, conditions, products, and yield Reactants: C1(CCCCC1)C1N(CC=C(C1)C1=CC=CC=C1)C(=O)OCC1=CC=CC=C1 (Benzyl 2-cyclohexyl-4-phenyl-3,6-dihydropyridine-1(2H)-carboxylate). Reagents/catalysts: [Pd] (Pd/C). Run in CCO (EtOH). Run at time 10 hour. Yields the product C1(CCCCC1)C1NCCC(C1)C1=CC=CC=C1 (2-cyclohexyl-4-phenylpiperidine). As a reaction SMILES: [CH:1]1([CH:7]2[CH2:12][C:11]([C:13]3[CH:18]=[CH:17][CH:16]=[CH:15][CH:14]=3)=[CH:10][CH2:9][N:8]2C(OCC2C=CC=CC=2)=O)[CH2:6][CH2:5][CH2:4][CH2:3][CH2:2]1>CCO.[Pd]>[CH:1]1([CH:7]2[CH2:12][CH:11]([C:13]3[CH:18]=[CH:17][CH:16]=[CH:15][CH:14]=3)[CH2:10][CH2:9][NH:8]2)[CH2:2][CH2:3][CH2:4][CH2:5][CH2:6]1. Procedure details: Benzyl 2-cyclohexyl-4-phenyl-3,6-dihydropyridine-1(2H)-carboxylate (4.7 g, 12.52 mmol) in EtOH (25 ml) was added Pd/C (1.18 g, 0.554 mmol) and hydrogenated with a balloon for 10 hours. Filter through celite and concentrate. The crude piperidine was not purified. LRMS (M+H)=217.10 Starting materials: ClC=1C(=CC(=NC1)NC1CCN(CC1)C(=O)OC(C)(C)C)C1=NC(=CC=C1)F (tert-butyl 4-(5′-chloro-6-fluoro-2,4′-bipyridin-2′-yl-amino)piperidine-1-carboxylate), TEA, FC=1C=C(C=CC1)CN ((3-fluorophenyl)methanamine). The solvent is CS(=O)C (DMSO). Run at temperature 100 celsius, time 40 hour. Yields the product ClC=1C(=CC(=NC1)NC1CCN(CC1)C(=O)OC(C)(C)C)C1=NC(=CC=C1)NCC1=CC(=CC=C1)F (tert-butyl 4-(5′-chloro-6-(3-fluorobenzylamino)-2,4′-bipyridin-2′-yl-amino)piperidine-1-carboxylate). Yield: 89.3%. RXN SMILES: [Cl:1][C:2]1[C:3]([C:22]2[CH:27]=[CH:26][CH:25]=[C:24](F)[N:23]=2)=[CH:4][C:5]([NH:8][CH:9]2[CH2:14][CH2:13][N:12]([C:15]([O:17][C:18]([CH3:21])([CH3:20])[CH3:19])=[O:16])[CH2:11][CH2:10]2)=[N:6][CH:7]=1.[F:29][C:30]1[CH:31]=[C:32]([CH2:36][NH2:37])[CH:33]=[CH:34][CH:35]=1>CS(C)=O>[Cl:1][C:2]1[C:3]([C:22]2[CH:27]=[CH:26][CH:25]=[C:24]([NH:37][CH2:36][C:32]3[CH:33]=[CH:34][CH:35]=[C:30]([F:29])[CH:31]=3)[N:23]=2)=[CH:4][C:5]([NH:8][CH:9]2[CH2:14][CH2:13][N:12]([C:15]([O:17][C:18]([CH3:21])([CH3:20])[CH3:19])=[O:16])[CH2:11][CH2:10]2)=[N:6][CH:7]=1. Procedure details: A mixture of tert-butyl 4-(5′-chloro-6-fluoro-2,4′-bipyridin-2′-yl-amino)piperidine-1-carboxylate (200 mg, 0.492 mmol), DMSO (2 ml), TEA (0.137 ml, 0.983 mmol) and (3-fluorophenyl)methanamine (554 mg, 4.42 mmol) reaction mixture was flushed with argon and stirred at 100° C. for 40 hr, as the reaction mixture progress was followed by LCMS. The reaction mixture was cooled to room temperature, mixed with 150 ml of ethyl acetate, washed with saturated sodium bicarbonate (2×), water (3), saturated sa... Reactants: CON(C(C)=O)C (N-methoxy-N-methylacetamide), C(CCC)[Li] (n-butyllithium), COCCN1C=NC=C1 (1-(2-Methoxyethyl)-1H-imidazole), 2003055876 A1. Run in hexanes, C1CCOC1 (THF). Conditions: time 1 hour. Yields the product COCCN1C(=NC=C1)C(C)=O (1-[1-(2-Methoxyethyl)-1H-imidazol-2-yl]ethanone). Isolated yield 82.4%. As a reaction SMILES: C([Li])CCC.[CH3:6][O:7][CH2:8][CH2:9][N:10]1[CH:14]=[CH:13][N:12]=[CH:11]1.CON(C)[C:18](=[O:20])[CH3:19]>C1COCC1>[CH3:6][O:7][CH2:8][CH2:9][N:10]1[CH:14]=[CH:13][N:12]=[C:11]1[C:18](=[O:20])[CH3:19]. Procedure: A solution of 30 ml (75 mmol) of 2.5 M n-butyllithium in hexanes was added slowly to a solution of 8.48 g (61.3 mmol) 1-(2-Methoxyethyl)-1H-imidazole (WO 2003055876 A1 in 200 ml THF cooled in a dry ice-acetone bath. After stirring 1 hour, 8 ml (75 mmol) of N-methoxy-N-methylacetamide was added quickly, and the solution was allowed to warm to room temperature over 30 min. After quenching with aqueous NH4Cl, the mixture was diluted with water and extracted twice with EtOAc, which was washed with b...